Dataset: the Open Reaction Database (ORD), a public repository of structured organic reaction records. Task: describe an organic reaction: reactants, conditions, products, and yield The reactants are O (water), ice, [OH-].[NH4+] (ammonium hydroxide), CN(C)N=NC=1C=C([Se]C1C)C(=O)OC (methyl 4-[(dimethylamino)diazenyl]-5-methylselenophene-2-carboxylate). Run in C1CCOC1 (THF). Run at time 40 hour. Yields the product CN(C)N=NC=1C=C([Se]C1C)C(=O)N (4-[(Dimethylamino)diazenyl]-5-methylselenophene-2-carboxamide). Yield: 42.0%. As a reaction SMILES: [OH-].[NH4+:2].[CH3:3][N:4]([N:6]=[N:7][C:8]1[CH:9]=[C:10]([C:14]([O:16]C)=O)[Se:11][C:12]=1[CH3:13])[CH3:5].O>C1COCC1>[CH3:3][N:4]([N:6]=[N:7][C:8]1[CH:9]=[C:10]([C:14]([NH2:2])=[O:16])[Se:11][C:12]=1[CH3:13])[CH3:5] |f:0.1|. Reported procedure: To an ice cold (0-5° C.) solution of ammonium hydroxide (40 mL) was added a solution of methyl 4-[(dimethylamino)diazenyl]-5-methylselenophene-2-carboxylate (550 mg) in THF (10 mL) for 5 min and stirred at rt for 40 h. The solution was poured into ice cooled water and extracted with chloroform (3×100 mL). The combined organic layer was washed with water, brine and dried over sodium sulfate. The solution was filtered and evaporated the solvent. The residue was chromatographed over silica gel colu... Reactants: ClC(Cl)(Cl)Cl, CCOC(=O)NCc1ccccc1P(C)(=O)OCC, ClP(Cl)(Cl)(Cl)Cl. Product: CCOC(=O)N1Cc2ccccc2P1(C)=O. As a reaction SMILES: [C:26]([Cl:27])([Cl:28])([Cl:29])[Cl:30].[CH2:1]([CH3:2])[O:3][C:4]([NH:5][CH2:6][c:7]1[c:8]([P:13](=[O:14])([CH3:15])[O:16][CH2:17][CH3:18])[cH:9][cH:10][cH:11][cH:12]1)=[O:19].[Cl:20][P:21]([Cl:22])([Cl:23])([Cl:24])[Cl:25]>>[CH2:1]([CH3:2])[O:3][C:4]([N:5]1[CH2:6][c:7]2[c:8]([cH:9][cH:10][cH:11][cH:12]2)[P:13]1(=[O:14])[CH3:15])=[O:19]. Reaction SMILES: [C:1]1([C:7]2[N:8]=[C:9]([C:18]3[C@H:19]([CH2:24][C:25]4[CH:30]=[CH:29][CH:28]=[C:27]([C:31]5[CH:36]=[CH:35][CH:34]=[CH:33][C:32]=5[C:37]5[N:38]=[N:39][N:40](C(C6C=CC=CC=6)(C6C=CC=CC=6)C6C=CC=CC=6)[N:41]=5)[CH:26]=4)[CH2:20][CH2:21][CH2:22][CH:23]=3)[O:10][C:11]=2[C:12]2[CH:17]=[CH:16][CH:15]=[CH:14][CH:13]=2)[CH:6]=[CH:5][CH:4]=[CH:3][CH:2]=1.Cl>CO>[C:1]1([C:7]2[N:8]=[C:9]([C:18]3[C@H:19]([CH2:24][C:25]4[CH:30]=[CH:29][CH:28]=[C:27]([C:31]5[CH:36]=[CH:35][CH:34]=[CH:33][C:32]=5[C:37]5[NH:41][N:40]=[N:39][N:38]=5)[CH:26]=4)[CH2:20][CH2:21][CH2:22][CH:23]=3)[O:10][C:11]=2[C:12]2[CH:17]=[CH:16][CH:15]=[CH:14][CH:13]=2)[CH:6]=[CH:5][CH:4]=[CH:3][CH:2]=1. Conditions: time 4 hour. Yields the product C1(=CC=CC=C1)C=1N=C(OC1C1=CC=CC=C1)C=1[C@@H](CCCC1)CC1=CC(=CC=C1)C1=C(C=CC=C1)C1=NN=NN1 ((S)-2-(4,5-diphenyloxazol-2-yl)-1-{3-[2-(tetrazol-5-yl)phenyl]benzyl}-2-cyclohexene). The solvent is CO (methanol). Procedure details: To a solution of (S)-2-(4,5-diphenyloxazol-2-yl)-1-{3-{2-[2-(triphenylmethyl)tetrazol-5-yl]phenyl}benzyl}-2-cyclohexene (0.8 g) in methanol (20 ml) was added conc. HCl solution (2 ml). After being stirred for 4 hours, the solvent was evaporated in vacuo. The residue was purified by chromatography on silica gel to give (S)-2-(4,5-diphenyloxazol-2-yl)-1-{3-[2-(tetrazol-5-yl)phenyl]benzyl}-2-cyclohexene (50 mg). Isolated yield 9.1%. The reactants are C1(=CC=CC=C1)C=1N=C(OC1C1=CC=CC=C1)C=1[C@@H](CCCC1)CC1=CC(=CC=C1)C1=C(C=CC=C1)C=1N=NN(N1)C(C1=CC=CC=C1)(C1=CC=CC=C1)C1=CC=CC=C1 ((S)-2-(4,5-diphenyloxazol-2-yl)-1-{3-{2-[2-(triphenylmethyl)tetrazol-5-yl]phenyl}benzyl}-2-cyclohexene), Cl (HCl). Reactants: BrCc1ccccc1, OCC1=CCCO1, CN(C)C=O, [H-], [Na+], O. Product: C1=C(COCc2ccccc2)OCC1. RXN SMILES: [Br:10][CH2:11][c:12]1[cH:13][cH:14][cH:15][cH:16][cH:17]1.[CH2:3]([C:4]1=[CH:5][CH2:6][CH2:7][O:8]1)[OH:9].[CH3:19][N:20]([CH3:21])[CH:22]=[O:23].[H-:1].[Na+:2].[OH2:18]>>[CH2:3]([C:4]1=[CH:5][CH2:6][CH2:7][O:8]1)[O:9][CH2:11][c:12]1[cH:13][cH:14][cH:15][cH:16][cH:17]1.